describe an organic reaction: reactants, conditions, products, and yield From a dataset of the Open Reaction Database (ORD), a public repository of structured organic reaction records. Reactants: C(C(C)C)C1=CC=C(C=C1)C(C1=CC=C(C=C1)CC(C)C)NC=1C=C(C(=O)C=2C=C(N3C=CC=CC23)CCCC(=O)OCC)C=CC1 (ethyl 4-[1-[3-[bis(4-isobutylphenyl)methylamino]benzoyl]indolizin-3-yl]-butyrate), [OH-].[Na+] (sodium hydroxide). Run in C(C)O (ethanol). Conditions: time 1 hour. Product: C(C(C)C)C1=CC=C(C=C1)C(C1=CC=C(C=C1)CC(C)C)NC=1C=C(C(=O)C=2C=C(N3C=CC=CC23)CCCC(=O)O)C=CC1 (4-[1-[3-[bis(4-isobutylphenyl)methylamino]benzoyl]indolizin-3-yl]butyric acid). Isolated yield 85.9%. As a reaction SMILES: [CH2:1]([C:5]1[CH:10]=[CH:9][C:8]([CH:11]([NH:22][C:23]2[CH:24]=[C:25]([CH:45]=[CH:46][CH:47]=2)[C:26]([C:28]2[CH:29]=[C:30]([CH2:37][CH2:38][CH2:39][C:40]([O:42]CC)=[O:41])[N:31]3[C:36]=2[CH:35]=[CH:34][CH:33]=[CH:32]3)=[O:27])[C:12]2[CH:17]=[CH:16][C:15]([CH2:18][CH:19]([CH3:21])[CH3:20])=[CH:14][CH:13]=2)=[CH:7][CH:6]=1)[CH:2]([CH3:4])[CH3:3].[OH-].[Na+]>C(O)C>[CH2:18]([C:15]1[CH:14]=[CH:13][C:12]([CH:11]([NH:22][C:23]2[CH:24]=[C:25]([CH:45]=[CH:46][CH:47]=2)[C:26]([C:28]2[CH:29]=[C:30]([CH2:37][CH2:38][CH2:39][C:40]([OH:42])=[O:41])[N:31]3[C:36]=2[CH:35]=[CH:34][CH:33]=[CH:32]3)=[O:27])[C:8]2[CH:7]=[CH:6][C:5]([CH2:1][CH:2]([CH3:4])[CH3:3])=[CH:10][CH:9]=2)=[CH:17][CH:16]=1)[CH:19]([CH3:20])[CH3:21] |f:1.2|. Procedure: To a solution of ethyl 4-[1-[3-[bis(4-isobutylphenyl)methylamino]benzoyl]indolizin-3-yl]-butyrate (279 mg) in ethanol (10 ml) was added 4N sodium hydroxide (0.44 ml). Stirring was continued for 1 hour at 40° C. The reaction mixture was evaporated in vacuo, then added a solution of potassium dihydrogen phosphate (300 mg) in water and 1N hydrochloric acid (26 ml), and extracted with ethyl acetate. The combined organic layers were dried over sodium sulfate. After evaporation of the solvent, the res... Reactants: CN(C(=O)N1[C@H](C(=O)OCC2=CC=CC=C2)CCC1)CP(=O)(CCCCC1=CC=CC=C1)OCC (1-[[methyl[[ethoxy(4-phenylbutyl)phosphinyl]methyl]amino]carbonyl]-L-proline, phenylmethyl ester), C[Si](C)(C)Br (trimethylsilylbromide). The solvent is ClCCl (dichloromethane). Yields the product CN(C(=O)N1[C@H](C(=O)OCC2=CC=CC=C2)CCC1)CP(=O)(CCCCC1=CC=CC=C1)O (1-[[methyl[[hydroxy(4-phenylbutyl)phosphinyl]methyl]amino]carbonyl]-L-proline, phenylmethyl ester). Reaction SMILES: [CH3:1][N:2]([CH2:20][P:21]([O:33]CC)([CH2:23][CH2:24][CH2:25][CH2:26][C:27]1[CH:32]=[CH:31][CH:30]=[CH:29][CH:28]=1)=[O:22])[C:3]([N:5]1[CH2:19][CH2:18][CH2:17][C@H:6]1[C:7]([O:9][CH2:10][C:11]1[CH:16]=[CH:15][CH:14]=[CH:13][CH:12]=1)=[O:8])=[O:4].C[Si](Br)(C)C>ClCCl>[CH3:1][N:2]([CH2:20][P:21]([OH:33])([CH2:23][CH2:24][CH2:25][CH2:26][C:27]1[CH:32]=[CH:31][CH:30]=[CH:29][CH:28]=1)=[O:22])[C:3]([N:5]1[CH2:19][CH2:18][CH2:17][C@H:6]1[C:7]([O:9][CH2:10][C:11]1[CH:16]=[CH:15][CH:14]=[CH:13][CH:12]=1)=[O:8])=[O:4]. Procedure details: A mixture of 1-[[methyl[[ethoxy(4-phenylbutyl)phosphinyl]methyl]amino]carbonyl]-L-proline, phenylmethyl ester, dry dichloromethane, and trimethylsilylbromide is stirred under argon at room temperature for several hours. The dichloromethane and excess trimethylsilylbromide are removed in vacuo and the residue is partitioned between ethyl acetate/water. The organic phase is washed with brine, dried, and evaporated to give 1-[[methyl[[hydroxy(4-phenylbutyl)phosphinyl]methyl]amino]carbonyl]-L-prolin... The reactants are C(C(=O)Cl)(=O)Cl (oxalyl chloride), Cl.N=1SC(N2C1C=CC=C2)=NC2=CC=C(C=C2)CC(=O)O (4-(3H-[1,2,4]Thiadiazolo[4,3-a]pyridin-3-ylidenamino)phenylacetic acid hydrochloride), CN(C=O)C (dimethylformamide), CNO (N-methylhydroxylamine). Run in ClCCl (dichloromethane), ClCCl (dichloromethane), O (water), C(C)N(CC)CC (triethylamine), O (water), O1CCCC1 (tetrahydrofuran). Run at time 40 minute. Yields the product N=1SC(N2C1C=CC=C2)=NC2=CC=C(C=C2)CC(=O)O (4-(3H-[1,2,4]Thiadiazolo[4,3-a]-pyridin-3-ylidenamino)phenylacetic acid). Isolated yield 79.4%. Reaction SMILES: C(Cl)(=O)C(Cl)=O.Cl.[N:8]1[S:9][C:10](=[N:17][C:18]2[CH:23]=[CH:22][C:21]([CH2:24][C:25]([OH:27])=[O:26])=[CH:20][CH:19]=2)[N:11]2[CH:16]=[CH:15][CH:14]=[CH:13][C:12]=12.CN(C)C=O.CNO>ClCCl.C(N(CC)CC)C.O.O1CCCC1>[N:8]1[S:9][C:10](=[N:17][C:18]2[CH:23]=[CH:22][C:21]([CH2:24][C:25]([OH:27])=[O:26])=[CH:20][CH:19]=2)[N:11]2[CH:16]=[CH:15][CH:14]=[CH:13][C:12]=12 |f:1.2|. Reported procedure: A solution of 1.7 ml of oxalyl chloride in 15 ml of dichloromethane is added dropwise at 0° C. to a mixture of 4.8 g (15 mmol) of the compound of Example 8, 90 ml of dichloromethane and 1 ml of dimethylformamide. The solution obtained is stirred for 40 min and then added dropwise to a solution of 5.0 g of N-methylhydroxylamine in 15 ml of triethylamine, 10 ml of water and 60 ml of tetrahydrofuran. After stirring for 30 min, the mixture is treated with 20 ml of water and extracted with dichlorome... The reactants are N(=[N+]=[N-])CCC(C(C(F)(F)F)(F)F)O (5-azido-1,1,1,2,2-pentafluoro-3-pentanol), ClC1=C(C#N)C=CC(=N1)C(F)(F)F (2-chloro-6-(trifluoromethyl)nicotinonitrile), O (water), C([O-])([O-])=O.[Cs+].[Cs+] (caesium carbonate). The solvent is CN(C=O)C (dimethylformamide). Run at time 2 hour. Yields the product N(=[N+]=[N-])CCC(C(C(F)(F)F)(F)F)OC1=C(C#N)C=CC(=N1)C(F)(F)F (2-[1-(2-Azidoethyl)-2,2,3,3,3-pentafluoropropoxy]-6-trifluoromethyl-nicotinonitrile). Isolated yield 87.9%. As a reaction SMILES: [N:1]([CH2:4][CH2:5][CH:6]([OH:14])[C:7]([F:13])([F:12])[C:8]([F:11])([F:10])[F:9])=[N+:2]=[N-:3].Cl[C:16]1[N:23]=[C:22]([C:24]([F:27])([F:26])[F:25])[CH:21]=[CH:20][C:17]=1[C:18]#[N:19].C(=O)([O-])[O-].[Cs+].[Cs+].O>CN(C)C=O>[N:1]([CH2:4][CH2:5][CH:6]([O:14][C:16]1[N:23]=[C:22]([C:24]([F:27])([F:25])[F:26])[CH:21]=[CH:20][C:17]=1[C:18]#[N:19])[C:7]([F:12])([F:13])[C:8]([F:10])([F:11])[F:9])=[N+:2]=[N-:3] |f:2.3.4|. Procedure: To a solution of 5-azido-1,1,1,2,2-pentafluoro-3-pentanol (500 mg, 2.28 mmol) in dimethylformamide (10 ml) was added 2-chloro-6-(trifluoromethyl)nicotinonitrile (565 mg, 2.74 mmol) followed by caesium carbonate (2.20 g, 6.75 mmol). The reaction mixture turned brown. After 2 h, the reaction mixture was added to water (10 ml) and extracted with diethyl ether (2×15 ml). The combined organics were washed with brine (20 ml) and dried over anhydrous sodium sulfate. Removal of the solvents yielded a br... The reactants are O=C([O-])O, BrCc1ccccc1, COC(=O)CCCCCOc1ccc2nc(S)n(-c3ccc(C)cc3)c2c1, CN(C)C=O, [K+]. The product is COC(=O)CCCCCOc1ccc2nc(SCc3ccccc3)n(-c3ccc(C)cc3)c2c1. RXN SMILES: [C:36](=[O:37])([O-:38])[OH:39].[CH2:28]([c:29]1[cH:30][cH:31][cH:32][cH:33][cH:34]1)[Br:35].[CH3:1][O:2][C:3]([CH2:4][CH2:5][CH2:6][CH2:7][CH2:8][O:9][c:10]1[cH:11][cH:12][c:13]2[c:14]([n:15](-[c:19]3[cH:20][cH:21][c:22]([CH3:25])[cH:23][cH:24]3)[c:16]([SH:18])[n:17]2)[cH:26]1)=[O:27].[CH3:41][N:42]([CH3:43])[CH:44]=[O:45].[K+:40]>>[CH3:1][O:2][C:3]([CH2:4][CH2:5][CH2:6][CH2:7][CH2:8][O:9][c:10]1[cH:11][cH:12][c:13]2[c:14]([n:15](-[c:19]3[cH:20][cH:21][c:22]([CH3:25])[cH:23][cH:24]3)[c:16]([S:18][CH2:28][c:29]3[cH:30][cH:31][cH:32][cH:33][cH:34]3)[n:17]2)[cH:26]1)=[O:27].